This data is from the Open Reaction Database (ORD), a public repository of structured organic reaction records. The task is: describe an organic reaction: reactants, conditions, products, and yield RXN SMILES: [CH3:1][C:2]1[CH:7]=[CH:6][N:5]=[CH:4][C:3]=1[N:8]1[CH2:12][CH2:11][NH:10][C:9]1=[O:13].Br[C:15]1[CH:20]=[CH:19][CH:18]=[C:17]([CH3:21])[CH:16]=1.N[C@@H]1CCCC[C@H]1N.P([O-])([O-])([O-])=O.[K+].[K+].[K+]>[Cu](I)I.O1CCOCC1>[CH3:1][C:2]1[CH:7]=[CH:6][N:5]=[CH:4][C:3]=1[N:8]1[CH2:12][CH2:11][N:10]([C:15]2[CH:16]=[C:17]([CH3:21])[CH:18]=[CH:19][CH:20]=2)[C:9]1=[O:13] |f:3.4.5.6|. The reagents and catalysts are [Cu](I)I (copper iodide). Yields the product CC1=C(C=NC=C1)N1C(N(CC1)C=1C=C(C=CC1)C)=O (1-(4-Methyl-pyridin-3-yl)-3-m-tolyl-imidazolidin-2-one). Run in O1CCOCC1 (1,4-dioxane). Procedure: Using the same reaction conditions as in Example 14, 1-(4-methyl-pyridin-3-yl)-imidazolidin-2-one (I-14b: 150 mg, 0.847 mmol) was reacted with 1-bromo-3-methyl-benzene (172.8 mg, 1.017 mmol), 1,4-dioxane (20 mL), copper iodide (16.13 mg, 0.0847 mmol), trans-1,2-diamino cyclohexane (0.03 mL, 0.254 mmol) and potassium phosphate (539.3 mg, 2.541 mmol) to afford the crude product. Purification by column chromatography on silica gel (1.2% MeOH in CHCl3) afforded 153 mg of the product (67.69% yield). The reactants are CC1=C(C=NC=C1)N1C(NCC1)=O (1-(4-methyl-pyridin-3-yl)-imidazolidin-2-one), BrC1=CC(=CC=C1)C (1-bromo-3-methyl-benzene), N[C@H]1[C@@H](CCCC1)N (trans-1,2-diamino cyclohexane), P(=O)([O-])([O-])[O-].[K+].[K+].[K+] (potassium phosphate). Isolated yield 67.6%.